This data is from the Open Reaction Database (ORD), a public repository of structured organic reaction records. The task is: describe an organic reaction: reactants, conditions, products, and yield Starting materials: FC1=C(C(=O)O)C=CC=C1 (2-fluorobenzoic acid), C(C)NCC(C(F)(F)F)(O)CNC1=C2C=NN(C2=CC=C1)C1=CC=CC=C1 (3-(ethylamino)-1,1,1-trifluoro-2-{[(1-phenyl-1H-indazol-4-yl)amino]methyl}-2-propanol). Product: C(C)N(C(C1=C(C=CC=C1)F)=O)CC(C(F)(F)F)(CNC1=C2C=NN(C2=CC=C1)C1=CC=CC=C1)O (N-Ethyl-2-fluoro-N-(3,3,3-trifluoro-2-hydroxy-2-{[(1-phenyl-1H-indazol-4-yl)amino]methyl}propyl)benzamide). As a reaction SMILES: [F:1][C:2]1[CH:10]=[CH:9][CH:8]=[CH:7][C:3]=1[C:4]([OH:6])=O.[CH2:11]([NH:13][CH2:14][C:15]([CH2:21][NH:22][C:23]1[CH:31]=[CH:30][CH:29]=[C:28]2[C:24]=1[CH:25]=[N:26][N:27]2[C:32]1[CH:37]=[CH:36][CH:35]=[CH:34][CH:33]=1)([OH:20])[C:16]([F:19])([F:18])[F:17])[CH3:12]>>[CH2:11]([N:13]([CH2:14][C:15]([OH:20])([CH2:21][NH:22][C:23]1[CH:31]=[CH:30][CH:29]=[C:28]2[C:24]=1[CH:25]=[N:26][N:27]2[C:32]1[CH:33]=[CH:34][CH:35]=[CH:36][CH:37]=1)[C:16]([F:19])([F:18])[F:17])[C:4](=[O:6])[C:3]1[CH:7]=[CH:8][CH:9]=[CH:10][C:2]=1[F:1])[CH3:12]. Procedure: Prepared similarly to Example 1 from 2-fluorobenzoic acid and 3-(ethylamino)-1,1,1-trifluoro-2-{[(1-phenyl-1H-indazol-4-yl)amino]methyl}-2-propanol. As a reaction SMILES: [CH2:1]([C:5]1[N:10]=[C:9]([C:11]([OH:13])=O)[CH:8]=[C:7]([O:14][CH3:15])[CH:6]=1)[CH:2]([CH3:4])[CH3:3].[CH2:16]([C:18]1[CH:19]=[C:20]([CH:25]=[C:26]([CH3:29])[C:27]=1[OH:28])[C:21]([NH:23]O)=[NH:22])[CH3:17]>>[CH2:16]([C:18]1[CH:19]=[C:20]([C:21]2[N:23]=[C:11]([C:9]3[CH:8]=[C:7]([O:14][CH3:15])[CH:6]=[C:5]([CH2:1][CH:2]([CH3:3])[CH3:4])[N:10]=3)[O:13][N:22]=2)[CH:25]=[C:26]([CH3:29])[C:27]=1[OH:28])[CH3:17]. Product: C(C)C1=C(C(=CC(=C1)C1=NOC(=N1)C1=NC(=CC(=C1)OC)CC(C)C)C)O (2-Ethyl-4-[5-(6-isobutyl-4-methoxy-pyridin-2-yl)-[1,2,4]oxadiazol-3-yl]-6-methyl-phenol). The reactants are C(C(C)C)C1=CC(=CC(=N1)C(=O)O)OC (6-isobutyl-4-methoxy-pyridine-2-carboxylic acid), C(C)C=1C=C(C(=N)NO)C=C(C1O)C (3-ethyl-4,N-dihydroxy-5-methyl-benzamidine). Reported procedure: The title compound is prepared in analogy to Example 2 starting from 6-isobutyl-4-methoxy-pyridine-2-carboxylic acid and 3-ethyl-4,N-dihydroxy-5-methyl-benzamidine; LC-MS: tR=1.11 min, [M+H]+=368.12; 1H NMR (CDCl3): δ 0.99 (d, J=6.8 Hz, 6H), 1.32 (t, J=7.8 Hz, 3H), 2.24 (hept, J=6.8 Hz), 2.35 (s, 3H), 2.73 (q, J=7.8 Hz, 2H), 2.78 (d, J=7.3 Hz, 2H), 3.98 (s, 3H), 5.02 (s, 1H), 6.85 (d, J=1.3 Hz, 1H), 7.70 (d, J=1.3 Hz, 1H), 7.89 (s, 2H). Reactants: C12CCC(CC1)N2C(C(C)(C)C=2C=C1C(=C(NC1=CC2)C2=CC(=CC(=C2)C)C)[C@@H](CN(S(=O)(=O)C2=C(C=C(C=C2)[N+](=O)[O-])[N+](=O)[O-])CCN2C=NC=1C2=NC=CC1)C)=O ((S)-N-{2-[5-[2-(7-azabicyclo[2.2.1]hept-7-yl)-1,1-dimethyl2-oxo-ethyl]-2-(3,5-dimethylphenyl)-1H-indol-3-yl]-propyl}-N-(2-imidazo[4,5-b]pyridin-3-yl-ethyl)-2,4-dinitrobenzenesulfonamide), C(CC)N (n-propylamine). The product is [OH-].[NH4+] (ammonium hydroxide), C12CCC(CC1)N2C(C(C)(C)C=2C=C1C(=C(NC1=CC2)C2=CC(=CC(=C2)C)C)[C@@H](CNCCN2C=NC=1C2=NC=CC1)C)=O ((S)-1-(7-azabicyclo[2.2.1]hept-7-yl)-2-{2-(3,5-dimethylphenyl)-3-[2-(2-imidazo[4,5-b]pyridin-3-yl-ethylamino)-1-methylethyl]-1H-indol-5-yl}-2-methylpropan-1-one). The yield is 149.1%. Reaction SMILES: [CH:1]12[N:7]([C:8](=[O:59])[C:9]([C:12]3[CH:13]=[C:14]4[C:18](=[CH:19][CH:20]=3)[NH:17][C:16]([C:21]3[CH:26]=[C:25]([CH3:27])[CH:24]=[C:23]([CH3:28])[CH:22]=3)=[C:15]4[C@H:29]([CH3:58])[CH2:30][N:31]([CH2:47][CH2:48][N:49]3[C:53]4=[N:54][CH:55]=[CH:56][CH:57]=[C:52]4[N:51]=[CH:50]3)S(C3C=CC([N+]([O-])=O)=CC=3[N+]([O-])=O)(=O)=[O:33])([CH3:11])[CH3:10])[CH:4]([CH2:5][CH2:6]1)[CH2:3][CH2:2]2.C(N)CC>>[OH-:33].[NH4+:7].[CH:4]12[N:7]([C:8](=[O:59])[C:9]([C:12]3[CH:13]=[C:14]4[C:18](=[CH:19][CH:20]=3)[NH:17][C:16]([C:21]3[CH:22]=[C:23]([CH3:28])[CH:24]=[C:25]([CH3:27])[CH:26]=3)=[C:15]4[C@H:29]([CH3:58])[CH2:30][NH:31][CH2:47][CH2:48][N:49]3[C:53]4=[N:54][CH:55]=[CH:56][CH:57]=[C:52]4[N:51]=[CH:50]3)([CH3:11])[CH3:10])[CH:1]([CH2:6][CH2:5]1)[CH2:2][CH2:3]2 |f:2.3|. Procedure details: To a solution of (S)-N-{2-[5-[2-(7-azabicyclo[2.2.1]hept-7-yl)-1,1-dimethyl2-oxo-ethyl]-2-(3,5-dimethylphenyl)-1H-indol-3-yl]-propyl}-N-(2-imidazo[4,5-b]pyridin-3-yl-ethyl)-2,4-dinitrobenzenesulfonamide (1.5 g in 15 mL dry methylene chloride) was added 1.5 mL of n-propylamine and the mixture stirred at room temperature. After 30 minutes the volatiles were removed in vacuo and the concentrate purified by flash chromatography on silica gel (ethyl acetate:hexane 1:1; then 4:1; then methylene chlori...